Dataset: the Open Reaction Database (ORD), a public repository of structured organic reaction records. Task: describe an organic reaction: reactants, conditions, products, and yield Reactants: CCCP(=O)(O)O, CCOC(C)=O, CCN(C(C)C)C(C)C, Cc1ncc(Cl)c(C(=O)O)n1, C1CCOC1, Nc1ccn2cc(-c3ccccc3)nc2n1. Product: Cc1ncc(Cl)c(C(=O)Nc2ccn3cc(-c4ccccc4)nc3n2)n1. As a reaction SMILES: [CH2:37]([P:38]([OH:39])([OH:40])=[O:41])[CH2:42][CH3:43].[CH3:49][CH2:50][O:51][C:52](=[O:53])[CH3:54].[CH:28]([N:29]([CH:30]([CH3:31])[CH3:32])[CH2:33][CH3:34])([CH3:35])[CH3:36].[Cl:1][c:2]1[c:3]([C:9](=[O:10])[OH:11])[n:4][c:5]([CH3:8])[n:6][cH:7]1.[O:44]1[CH2:45][CH2:46][CH2:47][CH2:48]1.[c:12]1(-[c:18]2[n:19][c:20]3[n:21]([cH:22][cH:23][c:24]([NH2:26])[n:25]3)[cH:27]2)[cH:13][cH:14][cH:15][cH:16][cH:17]1>>[Cl:1][c:2]1[c:3]([C:9](=[O:11])[NH:26][c:24]2[cH:23][cH:22][n:21]3[c:20]([n:19][c:18](-[c:12]4[cH:13][cH:14][cH:15][cH:16][cH:17]4)[cH:27]3)[n:25]2)[n:4][c:5]([CH3:8])[n:6][cH:7]1. Reactants: C(C)OC(=O)C=1NC2=CC=C(C=C2C1)C (5-methyl-1H-indole-2-carboxylic acid ethyl ester), C(C)(C)(C)OC(=O)N1S(O[C@H](C1)C)(=O)=O ((S)-5-methyl-2,2-dioxo-[1,2,3]oxathiazolidine-3-carboxylic acid tert-butyl ester). Yields the product C(C)OC(=O)C=1N(C2=CC=C(C=C2C1)C)[C@@H](CNC(=O)OC(C)(C)C)C ((R)-1-(2-tert-Butoxycarbonylamino-1-methyl-ethyl)-5-methyl-1H-indole-2-carboxylic acid ethyl ester). Reaction SMILES: [CH2:1]([O:3][C:4]([C:6]1[NH:7][C:8]2[C:13]([CH:14]=1)=[CH:12][C:11]([CH3:15])=[CH:10][CH:9]=2)=[O:5])[CH3:2].[C:16]([O:20][C:21]([N:23]1[CH2:27][C@H:26]([CH3:28])OS1(=O)=O)=[O:22])([CH3:19])([CH3:18])[CH3:17]>>[CH2:1]([O:3][C:4]([C:6]1[N:7]([C@H:26]([CH3:28])[CH2:27][NH:23][C:21]([O:20][C:16]([CH3:19])([CH3:18])[CH3:17])=[O:22])[C:8]2[C:13]([CH:14]=1)=[CH:12][C:11]([CH3:15])=[CH:10][CH:9]=2)=[O:5])[CH3:2]. Procedure details: The title compound was prepared in accordance with the general method of example 12b) from 5-methyl-1H-indole-2-carboxylic acid ethyl ester and (S)-5-methyl-2,2-dioxo-[1,2,3]oxathiazolidine-3-carboxylic acid tert-butyl ester. Starting materials: O=C([O-])[O-], N#CCCl, [K+], [K+], CN(C)C=O, O, c1ccc(-c2nnn[nH]2)cc1. Yields the product N#CCn1nnc(-c2ccccc2)n1. As a reaction SMILES: [C:21](=[O:22])([O-:23])[O-:24].[Cl:12][CH2:13][C:14]#[N:15].[K+:25].[K+:26].[O:16]=[CH:17][N:18]([CH3:19])[CH3:20].[OH2:27].[c:1]1(-[c:7]2[n:8][n:9][n:10][nH:11]2)[cH:2][cH:3][cH:4][cH:5][cH:6]1>>[c:1]1(-[c:7]2[n:8][n:9][n:10]([CH2:13][C:14]#[N:15])[n:11]2)[cH:2][cH:3][cH:4][cH:5][cH:6]1.